This data is from the Open Reaction Database (ORD), a public repository of structured organic reaction records. The task is: describe an organic reaction: reactants, conditions, products, and yield Starting materials: O=C([O-])[O-], ClCCl, [Cs+], [Cs+], [Cu]I, CS(=O)(=O)N1CCN(c2ncc(I)cn2)CC1, OCc1ccccc1, c1cnc2c(c1)ccc1cccnc12. Product: CS(=O)(=O)N1CCN(c2ncc(OCc3ccccc3)cn2)CC1. Reaction SMILES: [C:40](=[O:41])([O-:42])[O-:43].[Cl:48][CH2:49][Cl:50].[Cs+:44].[Cs+:45].[Cu:46][I:47].[I:1][c:2]1[cH:3][n:4][c:5]([N:8]2[CH2:9][CH2:10][N:11]([S:14](=[O:15])(=[O:16])[CH3:17])[CH2:12][CH2:13]2)[n:6][cH:7]1.[OH:18][CH2:19][c:20]1[cH:21][cH:22][cH:23][cH:24][cH:25]1.[cH:26]1[cH:27][c:28]2[cH:29][cH:30][c:31]3[c:32]([c:33]2[n:34][cH:35]1)[n:36][cH:37][cH:38][cH:39]3>>[c:2]1([O:18][CH2:19][c:20]2[cH:21][cH:22][cH:23][cH:24][cH:25]2)[cH:3][n:4][c:5]([N:8]2[CH2:9][CH2:10][N:11]([S:14](=[O:15])(=[O:16])[CH3:17])[CH2:12][CH2:13]2)[n:6][cH:7]1. The reactants are BrC=1C=C2C(=NC1C)N=C(N2)CCCC (6-bromo-2-butyl-5-methyl-1H-imidazo[4,5-b]pyridine), ClC1=CC(=CC=C1)C(=O)OO (m-chloroperbenzoic acid). Run in C(Cl)Cl (methylene chloride). Reaction conditions: time 16 hour. Yields the product BrC=1C=C2C(=[N+](C1C)[O-])N=C(N2)CCCC (6-bromo-2-butyl-5-methyl-1H-imidazo[4,5-b]pyridine-4-oxide). The yield is 96.7%. RXN SMILES: [Br:1][C:2]1[CH:3]=[C:4]2[NH:11][C:10]([CH2:12][CH2:13][CH2:14][CH3:15])=[N:9][C:5]2=[N:6][C:7]=1[CH3:8].ClC1C=CC=C(C(OO)=[O:24])C=1>C(Cl)Cl>[Br:1][C:2]1[CH:3]=[C:4]2[NH:11][C:10]([CH2:12][CH2:13][CH2:14][CH3:15])=[N:9][C:5]2=[N+:6]([O-:24])[C:7]=1[CH3:8]. Procedure: 7.8 g (29.1 mmole) of the compound obtained in step 4 was dissolved in 50 ml of methylene chloride and to the resulting solution was added 8.8 g (43.6 mmole) of 85% m-chloroperbenzoic acid. The resultant was stirred for 16 hours at room temperature and filtered to get a solid, which was washed with ethyl ether (12 ml×3) to obtain 8.0 g of the title compound (yield 97%). Starting materials: ClC1=CC(=NC=N1)NC1=CC(=C(C=C1)F)Cl (6-chloro-4-(3'-chloro-4'-fluoroanilino)pyrimidine), COCCOC1=CC=C(N)C=C1 (4-(2-methoxyethoxy)aniline). The product is ClC=1C=C(NC2=NC=NC(=C2)NC2=CC=C(C=C2)OCCOC)C=CC1F (4-(3'-chloro-4'-fluoroanilino)-6-[4'-(2-methoxyethoxy)anilino]pyrimidine). Isolated yield 49.0%. As a reaction SMILES: Cl[C:2]1[N:7]=[CH:6][N:5]=[C:4]([NH:8][C:9]2[CH:14]=[CH:13][C:12]([F:15])=[C:11]([Cl:16])[CH:10]=2)[CH:3]=1.[CH3:17][O:18][CH2:19][CH2:20][O:21][C:22]1[CH:28]=[CH:27][C:25]([NH2:26])=[CH:24][CH:23]=1>>[Cl:16][C:11]1[CH:10]=[C:9]([CH:14]=[CH:13][C:12]=1[F:15])[NH:8][C:4]1[CH:3]=[C:2]([NH:26][C:25]2[CH:24]=[CH:23][C:22]([O:21][CH2:20][CH2:19][O:18][CH3:17])=[CH:28][CH:27]=2)[N:7]=[CH:6][N:5]=1. Procedure details: Using an analogous reaction procedure to that described in Example 6, 6-chloro-4-(3'-chloro-4'-fluoroanilino)pyrimidine (0.258 g) was reacted with 4-(2-methoxyethoxy)aniline (0.206 g). The reaction product was chromatographed on silica and precipitated from a mixture of methylene chloride and hexane to give 4-(3'-chloro-4'-fluoroanilino)-6-[4'-(2-methoxyethoxy)anilino]pyrimidine in 49% yield, m.p. 208°-210° C.;